describe an organic reaction: reactants, conditions, products, and yield From a dataset of the Open Reaction Database (ORD), a public repository of structured organic reaction records. Starting materials: C(C)(C)(C)OC(CC(C=O)NC(=O)OCC1=CC=CC=2C3=CC=CC=C3CC12)=NNC(=O)N (3-(1-Fluorenylmethoxycarbonylamino)-4-oxobutyric acid tert-butyl ester semicarbazone), C(C)NCC (diethylamine). The solvent is C(C)#N (acetonitrile). Conditions: time 2 hour. Yields the product C(C)(C)(C)OC(CC(C=O)N)=NNC(=O)N (3-amino-4-oxobutyric acid tert-butyl ester semicarbazone). Reaction SMILES: [C:1]([O:5][C:6](=[N:29][NH:30][C:31]([NH2:33])=[O:32])[CH2:7][CH:8]([NH:11]C(OCC1C2CC3C(=CC=CC=3)C=2C=CC=1)=O)[CH:9]=[O:10])([CH3:4])([CH3:3])[CH3:2].C(NCC)C>C(#N)C>[C:1]([O:5][C:6](=[N:29][NH:30][C:31]([NH2:33])=[O:32])[CH2:7][CH:8]([NH2:11])[CH:9]=[O:10])([CH3:4])([CH3:2])[CH3:3]. Procedure: (3S) 3-(1-Fluorenylmethoxycarbonylamino)-4-oxobutyric acid tert-butyl ester semicarbazone (4; 226 mg, 0.5 mmol; prepared in a similar manner as the benzyloxycarbonly analog described in Graybill et al. Int. J. Protein Res., 44, pp. 173-82 (1994)) was dissolved in 10 ml of acetonitrile (20 ml) and diethylamine (2 ml) was added to the solution. The reaction was stirred for two hours, concentrated in vacuo, the resulting dissolved in acetonitrile and concentrated in vacuo again to give (3S) 3-amino... The reactants are [Na] (sodium), FCC1CN(CCO1)C=1N=C(N(C(C1)=O)C)CC(=O)O ([4-(2-fluoromethylmorpholin-4-yl)-1-methyl-6-oxo-1,6-dihydropyrimidin-2-yl]acetic acid), ClC=1C=C(N)C=CC1F (3-chloro-4-fluoroaniline). The product is FCC1CN(CCO1)C=1N=C(N(C(C1)=O)C)CC(=O)NC1=CC(=C(C=C1)F)Cl (2-[4-(2-fluoromethylmorpholin-4-yl)-1-methyl-6-oxo-1,6-dihydropyrimidin-2-yl]-N-(3-chloro-4-fluorophenyl)acetamide). Reaction SMILES: [Na].[F:2][CH2:3][CH:4]1[O:9][CH2:8][CH2:7][N:6]([C:10]2[N:11]=[C:12]([CH2:18][C:19]([OH:21])=O)[N:13]([CH3:17])[C:14](=[O:16])[CH:15]=2)[CH2:5]1.[Cl:22][C:23]1[CH:24]=[C:25]([CH:27]=[CH:28][C:29]=1[F:30])[NH2:26]>>[F:2][CH2:3][CH:4]1[O:9][CH2:8][CH2:7][N:6]([C:10]2[N:11]=[C:12]([CH2:18][C:19]([NH:26][C:25]3[CH:27]=[CH:28][C:29]([F:30])=[C:23]([Cl:22])[CH:24]=3)=[O:21])[N:13]([CH3:17])[C:14](=[O:16])[CH:15]=2)[CH2:5]1 |^1:0|. Procedure details: The product is prepared by following the procedure described in step 3b of example 1b, but using 250 mg of the sodium salt of [4-(2-fluoromethylmorpholin-4-yl)-1-methyl-6-oxo-1,6-dihydropyrimidin-2-yl]acetic acid and 237 mg of 3-chloro-4-fluoroaniline. 97 mg of 2-[4-(2-fluoromethylmorpholin-4-yl)-1-methyl-6-oxo-1,6-dihydropyrimidin-2-yl]-N-(3-chloro-4-fluorophenyl)acetamide are obtained in the form of a white solid, the characteristics of which are the following: The reactants are C1CCOC1, CCN=C=NCCCN(C)C, CN(C)c1ccncc1, Cl, CC(C)(C)COc1c(C=Cc2nc3sccn3c2C(=O)O)cccc1OC(F)F, CN(C)C=O, Nc1nc2c(s1)CCC2. Product: CC(C)(C)COc1c(C=Cc2nc3sccn3c2C(=O)Nc2nc3c(s2)CCC3)cccc1OC(F)F. RXN SMILES: [CH2:60]1[O:61][CH2:62][CH2:63][CH2:64]1.[CH3:39][CH2:40][N:41]=[C:42]=[N:43][CH2:44][CH2:45][CH2:46][N:47]([CH3:48])[CH3:49].[CH3:51][N:52]([c:53]1[cH:54][cH:55][n:56][cH:57][cH:58]1)[CH3:59].[ClH:50].[F:1][CH:2]([O:3][c:4]1[c:5]([O:23][CH2:24][C:25]([CH3:26])([CH3:27])[CH3:28])[c:6]([CH:10]=[CH:11][c:12]2[n:13][c:14]3[s:15][cH:16][cH:17][n:18]3[c:19]2[C:20](=[O:21])[OH:22])[cH:7][cH:8][cH:9]1)[F:29].[O:65]=[CH:66][N:67]([CH3:68])[CH3:69].[s:30]1[c:31]([NH2:38])[n:32][c:33]2[c:34]1[CH2:35][CH2:36][CH2:37]2>>[F:1][CH:2]([O:3][c:4]1[c:5]([O:23][CH2:24][C:25]([CH3:26])([CH3:27])[CH3:28])[c:6]([CH:10]=[CH:11][c:12]2[n:13][c:14]3[s:15][cH:16][cH:17][n:18]3[c:19]2[C:20](=[O:22])[NH:38][c:31]2[s:30][c:34]3[c:33]([n:32]2)[CH2:37][CH2:36][CH2:35]3)[cH:7][cH:8][cH:9]1)[F:29]. Starting materials: F[B-](F)(F)F, O=C([O-])[O-], CCOC(=O)C1CC(CCc2ccc(Br)cc2)CNC1=O, C[O+](C)C, ClC(Cl)Cl, [K+], [K+], O. Yields the product CCOC(=O)C1CC(CCc2ccc(Br)cc2)CN=C1OC. Reaction SMILES: [B-:22]([F:23])([F:24])([F:25])[F:26].[C:31](=[O:32])([O-:33])[O-:34].[CH2:1]([CH3:2])[O:3][C:4](=[O:5])[CH:6]1[C:7](=[O:21])[NH:8][CH2:9][CH:10]([CH2:12][CH2:13][c:14]2[cH:15][cH:16][c:17]([Br:20])[cH:18][cH:19]2)[CH2:11]1.[CH3:27][O+:28]([CH3:29])[CH3:30].[CH:38]([Cl:39])([Cl:40])[Cl:41].[K+:35].[K+:36].[OH2:37]>>[CH2:1]([CH3:2])[O:3][C:4](=[O:5])[CH:6]1[C:7]([O:21][CH3:27])=[N:8][CH2:9][CH:10]([CH2:12][CH2:13][c:14]2[cH:15][cH:16][c:17]([Br:20])[cH:18][cH:19]2)[CH2:11]1. The reactants are N1C=C(C=C1)C(=O)OC (methyl pyrrole-3-carboxylate), ClC1=C(C=CC(=C1)Cl)SCl (2,4-dichlorobenzenesulfenyl chloride). Solvent: C(Cl)Cl (methylene chloride). Run at time 1 hour. Yields the product ClC1=C(C=CC(=C1)Cl)SC1=CC(=CN1)C(=O)OC (Methyl 5-(2,4-Dichlorophenylthio)pyrrole-3-carboxylate). As a reaction SMILES: [NH:1]1[CH:5]=[CH:4][C:3]([C:6]([O:8][CH3:9])=[O:7])=[CH:2]1.[Cl:10][C:11]1[CH:16]=[C:15]([Cl:17])[CH:14]=[CH:13][C:12]=1[S:18]Cl>C(Cl)Cl>[Cl:10][C:11]1[CH:16]=[C:15]([Cl:17])[CH:14]=[CH:13][C:12]=1[S:18][C:5]1[NH:1][CH:2]=[C:3]([C:6]([O:8][CH3:9])=[O:7])[CH:4]=1. Procedure: Under nitrogen, methyl pyrrole-3-carboxylate (3.75 g.) was dissolved in 100 ml. of methylene chloride and cooled in an ice-water bath. To the cold, stirred solution, 2,4-dichlorobenzenesulfenyl chloride (6.39 g., 30 mmoles) was added dropwise. The bath was removed and the reaction stirred at room temperature for 1 hour. An equal volume of ether was added, the mixture filtered and the filtrate evaporated in vacuo to crude product (9.0 g., oil). The oil was chromatographed on 300 g. of silica gel ... Starting materials: BrC(=C(F)F)F (bromotrifluoroethylene), BrC(C(C)C)C1=CC=C(C=C1)Cl (1-(1-bromo-2-methylpropyl)-4-chlorobenzene). The reagents and catalysts are [Zn] (zinc), [Cu]Br (Copper(I) bromide), CC1=CC[C@@H](CC1)C(=C)C (limonene). The solvent is CN(C=O)C (N,N-dimethylformamide), [Cl-].[NH4+] (ammonium chloride), N (ammonia), hexanes. Conditions: temperature 38 celsius, time 30 minute. Product: ClC1=CC=C(C=C1)C(C(=C(F)F)F)C(C)C (3-(p-Chlorophenyl)-1,1,2-trifluoro-4-methyl-1-pentene). The yield is 29.7%. RXN SMILES: Br[C:2]([F:6])=[C:3]([F:5])[F:4].Br[CH:8]([C:12]1[CH:17]=[CH:16][C:15]([Cl:18])=[CH:14][CH:13]=1)[CH:9]([CH3:11])[CH3:10]>CN(C)C=O.CC1CC[C@@H](C(C)=C)CC=1.[Cl-].[NH4+].N.[Zn].[Cu]Br>[Cl:18][C:15]1[CH:16]=[CH:17][C:12]([CH:8]([CH:9]([CH3:11])[CH3:10])[C:2]([F:6])=[C:3]([F:5])[F:4])=[CH:13][CH:14]=1 |f:4.5|. Procedure details: A mixture of zinc dust (15.72 g) and bromotrifluoroethylene (48.34 g, 0.30 mol) in N,N-dimethylformamide is heated to 38° C. After stirring at 38° C. for several minutes, the reaction mixture temperature rises to 65° C. over 30 minutes. The reaction mixture is then stirred for 90 minutes and cooled to −5° C. Copper(I) bromide (34.5 g, 0.24 mol) is then added to the cooled mixture. The reaction mixture is stirred at room temperature for 1 hour, treated sequentially with 1-(1-bromo-2-methylpropyl)...